The task is: describe an organic reaction: reactants, conditions, products, and yield. This data is from the Open Reaction Database (ORD), a public repository of structured organic reaction records. The product is C(CCCCCCCCCCNCC(CCC)O)NCC(CCC)O (N,N'-(1,11-undecylene)-bis[2-hydroxypentylamine]). As a reaction SMILES: [CH2:1]1[O:6][CH:2]1[CH2:3][CH2:4][CH3:5].[CH2:7]([NH2:19])[CH2:8][CH2:9][CH2:10][CH2:11][CH2:12][CH2:13][CH2:14][CH2:15][CH2:16][CH2:17][NH2:18]>>[CH2:17]([NH:18][CH2:1][CH:2]([OH:6])[CH2:3][CH2:4][CH3:5])[CH2:16][CH2:15][CH2:14][CH2:13][CH2:12][CH2:11][CH2:10][CH2:9][CH2:8][CH2:7][NH:19][CH2:1][CH:2]([OH:6])[CH2:3][CH2:4][CH3:5]. Reactants: C1C(CCC)O1 (1-pentene oxide), C(CCCCCCCCCCN)N (1,11-undecanediamine). Procedure: Condensation of 1-pentene oxide and 1,11-undecanediamine affords N,N'-(1,11-undecylene)-bis[2-hydroxypentylamine] (I: R = CH3 (CH2)2, R' = H, X = (CH2)11, Z = H). The reactants are ClCCl, CC(C)n1nnnc1C(CO)=C(c1ccc(F)cc1)c1ccc(F)cc1. Product: CC(C)n1nnnc1C(C=O)=C(c1ccc(F)cc1)c1ccc(F)cc1. As a reaction SMILES: [CH2:27]([Cl:28])[Cl:29].[F:1][c:2]1[cH:3][cH:4][c:5]([C:8](=[C:9]([CH2:10][OH:11])[c:12]2[n:13][n:14][n:15][n:16]2[CH:17]([CH3:18])[CH3:19])[c:20]2[cH:21][cH:22][c:23]([F:26])[cH:24][cH:25]2)[cH:6][cH:7]1>>[F:1][c:2]1[cH:3][cH:4][c:5]([C:8](=[C:9]([CH:10]=[O:11])[c:12]2[n:13][n:14][n:15][n:16]2[CH:17]([CH3:18])[CH3:19])[c:20]2[cH:21][cH:22][c:23]([F:26])[cH:24][cH:25]2)[cH:6][cH:7]1. Starting materials: BrC=1C=CC2=C(C(=CCC(=N2)NN)C2=NC=CC=C2)C1 (7-bromo-2-hydrazino-5-(2-pyridyl)-3H-1-benzazepine), C(OCC)(OCC)OCC (triethyl orthoformate). Product: BrC=1C=CC2=C(C(=CCC=3N2C=NN3)C3=NC=CC=C3)C1 (8-bromo-6-(2-pyridyl)-4H-s-triazolo[4,3-a][1]benzazepine). Reaction SMILES: [Br:1][C:2]1[CH:3]=[CH:4][C:5]2[N:11]=[C:10]([NH:12][NH2:13])[CH2:9][CH:8]=[C:7]([C:14]3[CH:19]=[CH:18][CH:17]=[CH:16][N:15]=3)[C:6]=2[CH:20]=1.[CH:21](OCC)(OCC)OCC>>[Br:1][C:2]1[CH:3]=[CH:4][C:5]2[N:11]3[CH:21]=[N:13][N:12]=[C:10]3[CH2:9][CH:8]=[C:7]([C:14]3[CH:19]=[CH:18][CH:17]=[CH:16][N:15]=3)[C:6]=2[CH:20]=1. Procedure: In analogy to Example 16(b), by reacting 7-bromo-2-hydrazino-5-(2-pyridyl)-3H-1-benzazepine with triethyl orthoformate there is obtained 8-bromo-6-(2-pyridyl)-4H-s-triazolo[4,3-a][1]benzazepine of melting point 219°. Starting materials: O=C(O)c1ccc2nccnc2c1, C[C@@H](N)c1ccccc1. The reagents and catalysts are [B-](F)(F)(F)F.CN(C)C(=[N+](C)C)ON1C(=O)C2C3CC(C2C1=O)C=C3 (TNTU), CCN(C(C)C)C(C)C (DIPEA). The solvent is CN(C)C=O (DMF), CN(C)C=O (DMF), CN(C)C=O (DMF), CN(C)C=O (DMF), CN(C)C=O (DMF), CN(C)C=O (DMF). Run at temperature 25 celsius, time 2 hour. Yields the product C[C@@H](NC(=O)c1ccc2nccnc2c1)c1ccccc1. Isolated yield 64.3%. RXN SMILES: C[C@@H](N)c1ccccc1.O=C(O)c1ccc2nccnc2c1.[B-](F)(F)(F)F.CN(C)C(=[N+](C)C)ON1C(=O)C2C3CC(C2C1=O)C=C3.CCN(C(C)C)C(C)C.CN(C)C=O>>C[C@@H](NC(=O)c1ccc2nccnc2c1)c1ccccc1. Reactants: N[C@@H](CCC(N)=O)C(=O)O (L-glutamine), CCCC(=O)NC1=NC=NC2=C1N=CN2[C@H]3[C@@H]([C@H]4[C@H](O3)COP(=O)(O4)O)OC(=O)CCC (dibutyryl cAMP), C1[C@@H]([C@H](O[C@H]1N2C=C(C(=O)NC2=O)Br)CO)O (5-bromo-2-deoxyuridine). Conditions: time 8.5 day. The product is C1CCC(CC1)(CC(=O)O)CN (Gabapentin). As a reaction SMILES: N[C@H:2]([C:8]([OH:10])=[O:9])[CH2:3][CH2:4][C:5](=O)N.[CH3:11][CH2:12][CH2:13]C(NC1C2N=CN([C@@H]3O[C@@H]4COP(O)(O[C@H]4[C@H]3OC(CCC)=O)=O)C=2N=CN=1)=O.C1[C@H:47]([N:48]2C(=O)NC(=O)C(Br)=C2)O[C@H](CO)[C@H]1O>>[CH2:11]1[CH2:12][CH2:13][C:3]([CH2:47][NH2:48])([CH2:2][C:8]([OH:10])=[O:9])[CH2:4][CH2:5]1. Procedure details: IMR-32 cells were grown in MEM media (Gibco BRL, 11095-080), supplemented with 10% fetal bovine serum (Gibco BRL, 26140-087), 1% antibiotic-antimycotic (Gibco BRL, 15240-096), and 1% L-glutamine (Gibco BRL, 25030-032). Cells, grown to confluency, were differentiated for a period of 7 to 10 days, or longer, by adding 1 mM dibutyryl cAMP (Sigma D-0627) and 2.5 μM 5-bromo-2-deoxyuridine (Sigma B-9285) to the media. The differentiation media was fed continuously to cells until the cells were used in... Reactants: CSC.B (borane dimethylsulfide), [N+](=O)([O-])C=1C=C(C=CC1)CC#N ((3-nitro-phenyl)-acetonitrile), Cl (HCl). Solvent: C1CCOC1 (THF), C(C)O (ethanol). Run at time 2 hour. Product: [N+](=O)([O-])C=1C=C(C=CC1)CCN (2-(3-Nitrophenyl)ethylamine). Isolated yield 112.0%. RXN SMILES: [N+:1]([C:4]1[CH:5]=[C:6]([CH2:10][C:11]#[N:12])[CH:7]=[CH:8][CH:9]=1)([O-:3])=[O:2].CSC.B.Cl>C1COCC1.C(O)C>[N+:1]([C:4]1[CH:5]=[C:6]([CH2:10][CH2:11][NH2:12])[CH:7]=[CH:8][CH:9]=1)([O-:3])=[O:2] |f:1.2|. Procedure: A solution of (3-nitro-phenyl)-acetonitrile (11.4 g, 70.4 mmol) in THF (100 ml) was heated to reflux and borane dimethylsulfide (2M in THF, 77.34 mmol) was added. The mixture was stirred for 2 h under reflux. After complete conversion the mixture was allowed to come to room temperature and a solution of HCl in ethanol (1M) was added. After stirring the mixture for 30 min it was concentrated under reduced pressure. The residue was triturated with diethylether, filtered, washed with diethylether a...